This data is from the Open Reaction Database (ORD), a public repository of structured organic reaction records. The task is: describe an organic reaction: reactants, conditions, products, and yield The reactants are C(C1=CC=CC=C1)OC1=CC=C(C=C1)C1=NC=C(C=C1)C(F)(F)F (2-(4-Benzyloxy-phenyl)-5-trifluoromethyl-pyridine), [H][H] (hydrogen). Reagents/catalysts: [Pd] (Pd/C). Solvent: C(C)O (ethanol), C1CCOC1 (THF). Product: FC(C=1C=CC(=NC1)C1=CC=C(C=C1)O)(F)F (4-(5-Trifluoromethyl-pyridin-2-yl)-phenol). Yield: 67.5%. As a reaction SMILES: C([O:8][C:9]1[CH:14]=[CH:13][C:12]([C:15]2[CH:20]=[CH:19][C:18]([C:21]([F:24])([F:23])[F:22])=[CH:17][N:16]=2)=[CH:11][CH:10]=1)C1C=CC=CC=1.[H][H]>C(O)C.C1COCC1.[Pd]>[F:24][C:21]([F:22])([F:23])[C:18]1[CH:19]=[CH:20][C:15]([C:12]2[CH:11]=[CH:10][C:9]([OH:8])=[CH:14][CH:13]=2)=[N:16][CH:17]=1. Procedure details: To a solution of 2-(4-Benzyloxy-phenyl)-5-trifluoromethyl-pyridine (2.55 g) in ethanol (100 mL) and THF (25 mL) is added Pd/C (5%, 0.253 g), the mixture is stirred under 60 psi of hydrogen overnight. The catalyst is filtered off, concentration of the filtrate gave the title compound (1.25 g, 67.5%). Starting materials: O=S(=O)(O)Cl, ClCCl, O=[N+]([O-])c1ccc2[nH]ccc2c1, [Na+], [Na+], O=S(=O)([O-])[O-], O. Reaction SMILES: [Cl:1][S:2](=[O:3])(=[O:4])[OH:5].[Cl:26][CH2:27][Cl:28].[N+:13](=[O:14])([O-:15])[c:16]1[cH:17][c:18]2[cH:19][cH:20][nH:21][c:22]2[cH:23][cH:24]1.[Na+:6].[Na+:7].[O-:8][S:9]([O-:10])(=[O:11])=[O:12].[OH2:25]>>[Cl:1][S:2](=[O:3])(=[O:5])[c:19]1[c:18]2[cH:17][c:16]([N+:13](=[O:14])[O-:15])[cH:24][cH:23][c:22]2[nH:21][cH:20]1. Product: O=[N+]([O-])c1ccc2[nH]cc(S(=O)(=O)Cl)c2c1.